This data is from the Open Reaction Database (ORD), a public repository of structured organic reaction records. The task is: describe an organic reaction: reactants, conditions, products, and yield The reactants are CN(C)C=O, Cc1ccc2c(c1)c1c(CCl)nn(-c3ccccc3)c(=O)c1n2C, [I-], [Na+], N#C[Na], O. Product: Cc1ccc2c(c1)c1c(CC#N)nn(-c3ccccc3)c(=O)c1n2C. RXN SMILES: [CH3:31][N:32]([CH3:33])[CH:34]=[O:35].[Cl:1][CH2:2][c:3]1[n:4][n:5](-[c:19]2[cH:20][cH:21][cH:22][cH:23][cH:24]2)[c:6](=[O:18])[c:7]2[n:8]([CH3:17])[c:9]3[cH:10][cH:11][c:12]([CH3:16])[cH:13][c:14]3[c:15]12.[I-:29].[Na+:28].[Na:25][C:26]#[N:27].[OH2:30]>>[CH2:2]([c:3]1[n:4][n:5](-[c:19]2[cH:20][cH:21][cH:22][cH:23][cH:24]2)[c:6](=[O:18])[c:7]2[n:8]([CH3:17])[c:9]3[cH:10][cH:11][c:12]([CH3:16])[cH:13][c:14]3[c:15]12)[C:26]#[N:27]. RXN SMILES: [OH:1][C:2]1[CH:11]=[CH:10][C:5]([C:6]([O:8][CH3:9])=[O:7])=[C:4]([O:12][CH3:13])[CH:3]=1.[O-]S(C(F)(F)[F:19])(=O)=O.ClC1C=[N+](F)C=C(Cl)C=1>C(Cl)Cl>[F:19][C:11]1[C:2]([OH:1])=[CH:3][C:4]([O:12][CH3:13])=[C:5]([CH:10]=1)[C:6]([O:8][CH3:9])=[O:7] |f:1.2|. Yields the product FC=1C(=CC(=C(C(=O)OC)C1)OC)O (methyl 5-fluoro-4-hydroxy-2-methoxybenzoate). Procedure: To a stirred solution of the methyl 4-hydroxy-2-methoxybenzoate (1 g, 5 mmol, from Step 3) in CH2Cl2 (20 mL) was added 3,5-dichloro-1-fluoropyridinium triflate (2.25 g, 6 mmol). The solution was refluxed for 48 h and then cooled to ambient temperature and stripped down under reduced pressure. The crude oil was purified by pressurized silica gel column chromatography using 99:1 CH2Cl2 :MeOH. Evaporation of the CH2Cl2 :MeOH mixture gave the desired methyl 5-fluoro-4-hydroxy-2-methoxybenzoate as a ... The solvent is C(Cl)Cl (CH2Cl2). Reactants: OC1=CC(=C(C(=O)OC)C=C1)OC (methyl 4-hydroxy-2-methoxybenzoate), [O-]S(=O)(=O)C(F)(F)F.ClC=1C=[N+](C=C(C1)Cl)F (3,5-dichloro-1-fluoropyridinium triflate). Starting materials: BrC1=CC(=C(C=C1)C1CC(=NN1C1=C(C=CC=C1)Cl)C(=O)O)F (5-(4-bromo-2-fluoro-phenyl)-1-(2-chloro-phenyl)-4,5-dihydro-1H-pyrazole-3-carboxylic acid), S(=O)(Cl)Cl (thionyl chloride). Run at temperature 100 celsius, time 2 hour. The product is BrC1=CC(=C(C=C1)C1CC(=NN1C1=C(C=CC=C1)Cl)C(=O)Cl)F (5-(4-bromo-2-fluoro-phenyl)-1-(2-chloro-phenyl)-4,5-dihydro-1H-pyrazole-3-carbonyl chloride). As a reaction SMILES: [Br:1][C:2]1[CH:7]=[CH:6][C:5]([CH:8]2[N:12]([C:13]3[CH:18]=[CH:17][CH:16]=[CH:15][C:14]=3[Cl:19])[N:11]=[C:10]([C:20](O)=[O:21])[CH2:9]2)=[C:4]([F:23])[CH:3]=1.S(Cl)([Cl:26])=O>>[Br:1][C:2]1[CH:7]=[CH:6][C:5]([CH:8]2[N:12]([C:13]3[CH:18]=[CH:17][CH:16]=[CH:15][C:14]=3[Cl:19])[N:11]=[C:10]([C:20]([Cl:26])=[O:21])[CH2:9]2)=[C:4]([F:23])[CH:3]=1. Procedure: 5-(4-Bromo-2-fluoro-phenyl)-1-(2-chloro-phenyl)-4,5-dihydro-1H-pyrazole-3-carboxylic acid (2.5 g, 6.3 mmol) prepared in Step 4 was added to thionyl chloride (30.0 mL). The reaction mixture was stirred at 100° C. for 2 hours and then concentrated under reduced pressure. The resulting residue was concentrated under reduced pressure three times, along with using toluene, to give 5-(4-bromo-2-fluoro-phenyl)-1-(2-chloro-phenyl)-4,5-dihydro-1H-pyrazole-3-carbonyl chloride as a dark brown liquid. The reactants are Cl.ClC1=NC=NC2=CC(=CC=C12)OCCCN1CCOCC1 (4-chloro-7-(3-morpholinopropoxy)quinazoline hydrochloride), ClC1=CC(=C(N)C=C1)F (4-chloro-2-fluoroaniline). Solvent: C(C)(C)O (isopropanol). The product is Cl.ClC1=CC(=C(NC2=NC=NC3=CC(=CC=C23)OCCCN2CCOCC2)C=C1)F (4-(4-chloro-2-fluoroanilino)-7-(3-morpholinopropoxy)quinazoline hydrochloride). Isolated yield 11.2%. Reaction SMILES: Cl.[Cl:2][C:3]1[C:12]2[C:7](=[CH:8][C:9]([O:13][CH2:14][CH2:15][CH2:16][N:17]3[CH2:22][CH2:21][O:20][CH2:19][CH2:18]3)=[CH:10][CH:11]=2)[N:6]=[CH:5][N:4]=1.[Cl:23][C:24]1[CH:30]=[CH:29][C:27]([NH2:28])=[C:26]([F:31])[CH:25]=1>C(O)(C)C>[ClH:2].[Cl:23][C:24]1[CH:30]=[CH:29][C:27]([NH:28][C:3]2[C:12]3[C:7](=[CH:8][C:9]([O:13][CH2:14][CH2:15][CH2:16][N:17]4[CH2:22][CH2:21][O:20][CH2:19][CH2:18]4)=[CH:10][CH:11]=3)[N:6]=[CH:5][N:4]=2)=[C:26]([F:31])[CH:25]=1 |f:0.1,4.5|. Reported procedure: A mixture of 4-chloro-7-(3-morpholinopropoxy)quinazoline hydrochloride (238 mg, 0.69 mmol) and 4-chloro-2-fluoroaniline (145 mg, 1 mmol) in isopropanol (5 ml) was heated at reflux for 1 hour. The solvent was removed by evaporation and the residue partitioned between water and ethyl acetate and the aqueous layer adjusted to pH8 with sodium hydrogen carbonate. The organic layer was separated, washed with brine, dried (MgSO4) and the solvent removed by evaporation. The residue was purified by flash... The reactants are CC(C)(C)OC(=O)CBr, [H-], Cc1ccc(CO)cc1I, [Na+], CN(C)C=O. Yields the product Cc1ccc(COCC(=O)OC(C)(C)C)cc1I. As a reaction SMILES: [Br:13][CH2:14][C:15](=[O:16])[O:17][C:18]([CH3:19])([CH3:20])[CH3:21].[H-:1].[I:3][c:4]1[cH:5][c:6]([CH2:7][OH:8])[cH:9][cH:10][c:11]1[CH3:12].[Na+:2].[O:22]=[CH:23][N:24]([CH3:25])[CH3:26]>>[I:3][c:4]1[cH:5][c:6]([CH2:7][O:8][CH2:14][C:15](=[O:16])[O:17][C:18]([CH3:19])([CH3:20])[CH3:21])[cH:9][cH:10][c:11]1[CH3:12]. Reactants: BrCCCCC(C)C (1-bromo-5-methyl-hexane), C1(=CC=CC=C1)P(C1=CC=CC=C1)C1=CC=CC=C1 (triphenylphosphine). Solvent: C1(=CC=CC=C1)C (toluene). Product: [Br-].CC(CCCC[P+](C1=CC=CC=C1)(C1=CC=CC=C1)C1=CC=CC=C1)C ((5-methylhexyl)triphenylphosphonium bromide). The yield is 81.0%. RXN SMILES: [Br:1][CH2:2][CH2:3][CH2:4][CH2:5][CH:6]([CH3:8])[CH3:7].[C:9]1([P:15]([C:22]2[CH:27]=[CH:26][CH:25]=[CH:24][CH:23]=2)[C:16]2[CH:21]=[CH:20][CH:19]=[CH:18][CH:17]=2)[CH:14]=[CH:13][CH:12]=[CH:11][CH:10]=1>C1(C)C=CC=CC=1>[Br-:1].[CH3:7][CH:6]([CH3:8])[CH2:5][CH2:4][CH2:3][CH2:2][P+:15]([C:16]1[CH:17]=[CH:18][CH:19]=[CH:20][CH:21]=1)([C:22]1[CH:27]=[CH:26][CH:25]=[CH:24][CH:23]=1)[C:9]1[CH:10]=[CH:11][CH:12]=[CH:13][CH:14]=1 |f:3.4|. Procedure: A solution of 25 (2.30 g; 12.8 mmol) and triphenylphosphine (3.70 g; 14.1 mmol) was refluxed in toluene (12 mL) for 20 h. Then solvent was removed and the resulting crystal was washed with toluene (3 mL) and diethyl ether (3 mL) to give 4.57 g (10.4 mmol; 81% yield) of 10. m.p. 227-228° C.; 1H NMR (500 MHz, CD3CN) δ 0.82 (6H, d, J=6.6 Hz), 1.16 (2H, m), 1.42-1.52 (3H, m), 1.59 (2H, m), 3.30 (2H, m), 7.72 (12H, m), 7.85 (3H, m); 13C NMR (125 MHz, CD3CN) δ 22.7, 23.2, 28.4, 28.8, 28.9, 38.6, 131.2... The reactants are CCOC(=O)C1CCN(c2nc(NCc3ccc4c(c3)OCO4)c3cc(C#N)ccc3n2)CC1, CCO, Cl, [Na+], [OH-]. Yields the product N#Cc1ccc2nc(N3CCC(C(=O)O)CC3)nc(NCc3ccc4c(c3)OCO4)c2c1. Reaction SMILES: [CH2:3]([CH3:4])[O:5][C:6](=[O:7])[CH:8]1[CH2:9][CH2:10][N:11]([c:14]2[n:15][c:16]3[cH:17][cH:18][c:19]([C:35]#[N:36])[cH:20][c:21]3[c:22]([NH:24][CH2:25][c:26]3[cH:27][c:28]4[c:29]([cH:30][cH:31]3)[O:32][CH2:33][O:34]4)[n:23]2)[CH2:12][CH2:13]1.[CH3:38][CH2:39][OH:40].[ClH:37].[Na+:2].[OH-:1]>>[O:5]=[C:6]([OH:7])[CH:8]1[CH2:9][CH2:10][N:11]([c:14]2[n:15][c:16]3[cH:17][cH:18][c:19]([C:35]#[N:36])[cH:20][c:21]3[c:22]([NH:24][CH2:25][c:26]3[cH:27][c:28]4[c:29]([cH:30][cH:31]3)[O:32][CH2:33][O:34]4)[n:23]2)[CH2:12][CH2:13]1. Starting materials: CCOCC, CC(C)c1cccc(C(C)C)c1N, O=C=NS(=O)(=O)Cl, N#N. Product: CC(C)c1cccc(C(C)C)c1NC(=O)NS(=O)(=O)Cl. As a reaction SMILES: [CH3:23][CH2:24][O:25][CH2:26][CH3:27].[CH:1]([CH3:2])([CH3:3])[c:4]1[c:5]([NH2:6])[c:7]([CH:11]([CH3:12])[CH3:13])[cH:8][cH:9][cH:10]1.[Cl:14][S:15](=[O:16])(=[O:17])[N:18]=[C:19]=[O:20].[N:21]#[N:22]>>[CH:1]([CH3:2])([CH3:3])[c:4]1[c:5]([NH:6][C:19]([NH:18][S:15]([Cl:14])(=[O:16])=[O:17])=[O:20])[c:7]([CH:11]([CH3:12])[CH3:13])[cH:8][cH:9][cH:10]1. Reactants: ClC1=CC=C(C=C1)CC(=O)O (4-chlorophenylacetic acid), S(=O)(Cl)Cl (thionyl chloride), [Cl-].[Al+3].[Cl-].[Cl-] (aluminum chloride). The solvent is C(Cl)Cl (methylene chloride), C1=CC=CC=C1 (benzene), C1=CC=CC=C1 (benzene). The product is ClC1=CC=C(CC(C2=CC=CC=C2)=O)C=C1 (4'-chlorodeoxybenzoin). Isolated yield 142.4%. As a reaction SMILES: [Cl:1][C:2]1[CH:7]=[CH:6][C:5]([CH2:8][C:9]([OH:11])=O)=[CH:4][CH:3]=1.S(Cl)(Cl)=O.[Cl-].[Al+3].[Cl-].[Cl-]>C1C=CC=CC=1.C(Cl)Cl>[Cl:1][C:2]1[CH:3]=[CH:4][C:5]([CH2:8][C:9](=[O:11])[C:2]2[CH:7]=[CH:6][CH:5]=[CH:4][CH:3]=2)=[CH:6][CH:7]=1 |f:2.3.4.5|. Procedure details: A benzene solution containing 51.2 g 4-chlorophenylacetic acid and 39.3 g thionyl chloride is refluxed for 6 hours and the solvent removed. The crude reaction product is added dropwise to a slurry of 40 g aluminum chloride in 200 ml benzene maintaining the temperature below 50° C. After addition the reaction is refluxed for 1.5 hours. After cooling, the mixture is poured into ice and the resulting white solid is separated yielding 61.3 g of crude product. The product is taken up in methylene chl... The reactants are NN1C(N(N=C1)C1CC2=CC=CC=C2CC1)=S (4-amino-2-(1,2,3,4-tetrahydronaphthalen-2-yl)-2,4-dihydro[1,2,4]triazole-3-thione), C(C)(=O)OC(C)=O (acetic anhydride). The product is C1C(CCC2=CC=CC=C12)N1N=CN(C1=S)NC(C)=O (N-[1-(1,2,3,4-tetrahydronaphthalen-2-yl)-5-thioxo-4,5-dihydro-1H-[1,2,4]triazol-4-yl]acetamide). As a reaction SMILES: [NH2:1][N:2]1[CH:6]=[N:5][N:4]([CH:7]2[CH2:16][CH2:15][C:14]3[C:9](=[CH:10][CH:11]=[CH:12][CH:13]=3)[CH2:8]2)[C:3]1=[S:17].[C:18](OC(=O)C)(=[O:20])[CH3:19]>>[CH2:8]1[C:9]2[C:14](=[CH:13][CH:12]=[CH:11][CH:10]=2)[CH2:15][CH2:16][CH:7]1[N:4]1[C:3](=[S:17])[N:2]([NH:1][C:18](=[O:20])[CH3:19])[CH:6]=[N:5]1. Reported procedure: substituting 4-amino-2-(1,2,3,4-tetrahydronaphthalen-2-yl)-2,4-dihydro[1,2,4]triazole-3-thione and acetic anhydride gave N-[1-(1,2,3,4-tetrahydronaphthalen-2-yl)-5-thioxo-4,5-dihydro-1H-[1,2,4]triazol-4-yl]acetamide, m.p. 199°-201° C.